From a dataset of the Open Reaction Database (ORD), a public repository of structured organic reaction records. describe an organic reaction: reactants, conditions, products, and yield Reactants: COCCOCCOC, CC(=O)c1ccccc1, CC(O)c1ccccc1. Yields the product CC(O)c1ccccc1. Reaction SMILES: [CH3:19][O:20][CH2:21][CH2:22][O:23][CH2:24][CH2:25][O:26][CH3:27].[CH3:1][C:2](=[O:3])[c:4]1[cH:5][cH:6][cH:7][cH:8][cH:9]1.[c:10]1([CH:11]([OH:12])[CH3:13])[cH:14][cH:15][cH:16][cH:17][cH:18]1>>[CH3:1][CH:2]([OH:3])[c:4]1[cH:5][cH:6][cH:7][cH:8][cH:9]1. Reactants: ClC1=CC=NC(=C1C(=O)OCC)C(C)Br (ethyl 4-chloro-2-(1-bromoethyl)nicotinate), C([O-])(O)=O.[Na+] (sodium bicarbonate). Run in CS(=O)C (DMSO), O (water). The product is ClC1=C2C(=NC=C1)C(OC2=O)C (4-chloro-7-methylfuro-[3,4-b]-pyridin-5-(7H)-one). RXN SMILES: [Cl:1][C:2]1[C:7]([C:8]([O:10][CH2:11][CH3:12])=[O:9])=[C:6](C(Br)C)[N:5]=[CH:4][CH:3]=1.C(=O)(O)[O-].[Na+]>CS(C)=O.O>[Cl:1][C:2]1[CH:3]=[CH:4][N:5]=[C:6]2[CH:11]([CH3:12])[O:10][C:8](=[O:9])[C:7]=12 |f:1.2|. Reported procedure: A mixture of ethyl 4-chloro-2-(1-bromoethyl)nicotinate (7.45 g) and sodium bicarbonate (4.00 g) in 50 ml of DMSO is heated at 120°, under nitrogen, for 2 hours, after which it is cooled, diluted with water, filtered and extracted with ether. The combined organic layers are washed with water and concentrated. The residue is taken into ethyl acetate, washed with brine, dried, concentrated and purified by flash chromatography to give 4-chloro-7-methylfuro-[3,4-b]-pyridin-5-(7H)-one, which is then r... Starting materials: CCN=C=NCCCN(C)C, CC#N, Cl, O=C(O)c1ccc(F)c2ccccc12, NC(Cc1ccc(C(F)(F)F)cc1)C(O)c1ccc(F)c(F)c1, O, On1nnc2ccccc21. Product: O=C(NC(Cc1ccc(C(F)(F)F)cc1)C(O)c1ccc(F)c(F)c1)c1ccc(F)c2ccccc12. As a reaction SMILES: [CH2:39]([N:40]=[C:41]=[N:42][CH2:43][CH2:44][CH2:45][N:46]([CH3:47])[CH3:48])[CH3:49].[CH3:60][C:61]#[N:62].[ClH:38].[F:24][c:25]1[cH:26][cH:27][c:28]([C:35](=[O:36])[OH:37])[c:29]2[cH:30][cH:31][cH:32][cH:33][c:34]12.[NH2:1][CH:2]([CH:3]([OH:4])[c:5]1[cH:6][c:7]([F:12])[c:8]([F:11])[cH:9][cH:10]1)[CH2:13][c:14]1[cH:15][cH:16][c:17]([C:20]([F:21])([F:22])[F:23])[cH:18][cH:19]1.[OH2:63].[OH:50][n:51]1[c:52]2[cH:53][cH:54][cH:55][cH:56][c:57]2[n:58][n:59]1>>[NH:1]([CH:2]([CH:3]([OH:4])[c:5]1[cH:6][c:7]([F:12])[c:8]([F:11])[cH:9][cH:10]1)[CH2:13][c:14]1[cH:15][cH:16][c:17]([C:20]([F:21])([F:22])[F:23])[cH:18][cH:19]1)[C:35]([c:28]1[cH:27][cH:26][c:25]([F:24])[c:34]2[c:29]1[cH:30][cH:31][cH:32][cH:33]2)=[O:36]. Product: C(C=CC)N1C(=C(C=2C1=C(N=NC2)SCC2=NC=CC=C2)C)C (1-(2-Butenyl)-2,3-dimethyl-7-(2-pyridylmethylthio)-pyrrolo[2,3-d]pyridazine). RXN SMILES: [CH2:1]([N:5]1[C:9]2=[C:10](Cl)[N:11]=[N:12][CH:13]=[C:8]2[C:7]([CH3:15])=[C:6]1[CH3:16])[CH:2]=[CH:3][CH3:4].[N:17]1[CH:22]=[CH:21][CH:20]=[CH:19][C:18]=1[CH2:23][SH:24]>>[CH2:1]([N:5]1[C:9]2=[C:10]([S:24][CH2:23][C:18]3[CH:19]=[CH:20][CH:21]=[CH:22][N:17]=3)[N:11]=[N:12][CH:13]=[C:8]2[C:7]([CH3:15])=[C:6]1[CH3:16])[CH:2]=[CH:3][CH3:4]. The reactants are C(C=CC)N1C(=C(C=2C1=C(N=NC2)Cl)C)C (1-(2-butenyl)-7-chloro-2,3-dimethylpyrrolo[2,3-d]pyridazine), N1=C(C=CC=C1)CS (2-pyridylmethanethiol). Reported procedure: The title compound (cis/trans=20/80) was prepared as a yellow oil in 64.8% yield in a similar procedure to that described in Example 1 by using 1-(2-butenyl)-7-chloro-2,3-dimethylpyrrolo[2,3-d]pyridazine (cis/trans-22/78) and 2-pyridylmethanethiol. Yield: 64.8%. The reactants are C(C)(C)(C)OC(=O)N1C(OC[C@@H]1[C@H]([C@H](CC1=CC(=CC(=C1)F)F)NC(C)=O)O)(C)C ((R)-4-[(1S,2S)-2-acetylamino-3-(3,5-difluorophenyl)-1-hydroxypropyl]-2,2-dimethyloxazolidine-3-carboxylic acid tert-butyl ester), sodium hydride NaH, [I-].[Na+] (sodium iodide), C(C1=CC=CC=C1)Br (benzyl bromide). The solvent is O1CCCC1 (tetrahydrofuran). Conditions: time 30 minute. The product is C(C)(C)(C)OC(=O)N1C(OC[C@@H]1[C@H]([C@H](CC1=CC(=CC(=C1)F)F)NC(C)=O)OCC1=CC=CC=C1)(C)C ((R)-4-[(1S,2S)-2-Acetylamino-1-benzyloxy-3-(3,5-difluoro-phenyl)-propyl]-2,2-dimethyloxazolidine-3-carboxylic acid tert-butyl ester). Isolated yield 85.4%. As a reaction SMILES: [C:1]([O:5][C:6]([N:8]1[C@@H:12]([C@@H:13]([OH:28])[C@@H:14]([NH:24][C:25](=[O:27])[CH3:26])[CH2:15][C:16]2[CH:21]=[C:20]([F:22])[CH:19]=[C:18]([F:23])[CH:17]=2)[CH2:11][O:10][C:9]1([CH3:30])[CH3:29])=[O:7])([CH3:4])([CH3:3])[CH3:2].[I-].[Na+].[CH2:33](Br)[C:34]1[CH:39]=[CH:38][CH:37]=[CH:36][CH:35]=1>O1CCCC1>[C:1]([O:5][C:6]([N:8]1[C@@H:12]([C@@H:13]([O:28][CH2:33][C:34]2[CH:39]=[CH:38][CH:37]=[CH:36][CH:35]=2)[C@@H:14]([NH:24][C:25](=[O:27])[CH3:26])[CH2:15][C:16]2[CH:21]=[C:20]([F:22])[CH:19]=[C:18]([F:23])[CH:17]=2)[CH2:11][O:10][C:9]1([CH3:30])[CH3:29])=[O:7])([CH3:4])([CH3:2])[CH3:3] |f:1.2|. Procedure: Suspend (R)-4-[(1S,2S)-2-acetylamino-3-(3,5-difluorophenyl)-1-hydroxypropyl]-2,2-dimethyloxazolidine-3-carboxylic acid tert-butyl ester (4.78 g, 11.2 mmol) in dry tetrahydrofuran (115 ml) under a nitrogen atmosphere and add sodium hydride NaH (60% weight dispersion in mineral oil, 1.17 g, 29.3 mmol). Stir the resulting mixture for 30 minutes and then add sequentially sodium iodide (600 mg, 4.0 mmol) and benzyl bromide (2.7 mL, 22.7 mmol). Stir the resulting mixture for 2.5 hours and then quench ... Product: C(C1=CC=CC=C1)OC1=C(C=CC(=C1)C(CCCCCC)(C)C)C1CC(CCC1)=O (3-[2-Benzyloxy-4-(1,1-dimethylheptyl)phenyl]cyclohexanone). Reported procedure: 3-[2-Benzyloxy-4-(1,1-dimethylhexyl)phenyl]cyclohexanone as an oil (11.0 g., 35%) from 2-(3-benzyloxy-4-bromophenyl)-2-methylheptane (30.2 g., 0.0806 mole) and 2-cyclohexen-1-one (8.5 g., 0.0886 mole). As a reaction SMILES: [CH2:1]([O:8][C:9]1[CH:14]=[C:13]([C:15]([CH3:22])([CH3:21])[CH2:16][CH2:17][CH2:18][CH2:19][CH3:20])[CH:12]=[CH:11][C:10]=1[CH:23]1[CH2:28][CH2:27][CH2:26][C:25](=[O:29])[CH2:24]1)[C:2]1[CH:7]=[CH:6][CH:5]=[CH:4][CH:3]=1.[CH2:30](OC1C=C(C(C)(CCCCC)C)C=CC=1Br)C1C=CC=CC=1.C1(=O)CCCC=C1>>[CH2:1]([O:8][C:9]1[CH:14]=[C:13]([C:15]([CH3:22])([CH3:21])[CH2:16][CH2:17][CH2:18][CH2:19][CH2:20][CH3:30])[CH:12]=[CH:11][C:10]=1[CH:23]1[CH2:28][CH2:27][CH2:26][C:25](=[O:29])[CH2:24]1)[C:2]1[CH:3]=[CH:4][CH:5]=[CH:6][CH:7]=1. The reactants are C(C1=CC=CC=C1)OC1=C(C=CC(=C1)C(CCCCC)(C)C)C1CC(CCC1)=O (3-[2-Benzyloxy-4-(1,1-dimethylhexyl)phenyl]cyclohexanone), C(C1=CC=CC=C1)OC=1C=C(C=CC1Br)C(C)(CCCCC)C (2-(3-benzyloxy-4-bromophenyl)-2-methylheptane), C1(C=CCCC1)=O (2-cyclohexen-1-one).